Dataset: the Open Reaction Database (ORD), a public repository of structured organic reaction records. Task: describe an organic reaction: reactants, conditions, products, and yield Run in O1CCCC1 (THF), O1CCCC1 (THF), O1CCCC1 (tetrahydrofuran). As a reaction SMILES: Br[CH2:2][CH2:3][CH2:4][CH2:5][CH2:6][CH2:7][CH2:8][CH2:9][CH2:10][CH2:11][CH2:12][CH2:13][O:14][CH:15]1[CH2:20][CH2:19][CH2:18][CH2:17][O:16]1.[CH:21]1([Mg]Br)[CH2:26][CH2:25][CH2:24][CH2:23][CH2:22]1.S(=O)(=O)(O)O>O1CCCC1.[Li+].[Li+].[Cl-].[Cl-].[Cl-].[Cl-].[Cu+2]>[CH:21]1([CH2:2][CH2:3][CH2:4][CH2:5][CH2:6][CH2:7][CH2:8][CH2:9][CH2:10][CH2:11][CH2:12][CH2:13][O:14][CH:15]2[CH2:20][CH2:19][CH2:18][CH2:17][O:16]2)[CH2:26][CH2:25][CH2:24][CH2:23][CH2:22]1 |f:4.5.6.7.8.9.10|. Product: C1(CCCCC1)CCCCCCCCCCCCOC1OCCCC1 ([(12-cyclohexyldodecyl)oxy]-tetrahydro-2H-pyran). Reactants: C1(CCCCC1)[Mg]Br (cyclohexylmagnesium bromide), S(O)(O)(=O)=O (sulfuric acid), BrCCCCCCCCCCCCOC1OCCCC1 (2-[(12-bromododecyl)oxy]tetrahydro-2H-pyran). The reagents and catalysts are [Li+].[Li+].[Cl-].[Cl-].[Cl-].[Cl-].[Cu+2] (dilithium tetrachlorocuprate). Procedure: Into 250 ml of tetrahydrofuran (THF) is dissolved 57.8 g of 2-[(12-bromododecyl)oxy]tetrahydro-2H-pyran, to which a solution of 0.35 g of dilithium tetrachlorocuprate in 16 ml of THF is added dropwise at room temperature with stirring under nitrogen streams. To the resulting solution, a solution of 39.6 g of cyclohexylmagnesium bromide in 200 ml of THF is added dropwise while maintaining the reaction temperature at 10°-15° C. Thereafter, the reaction mixture is stirred for 7 hours at room temper... The reactants are C(C1=CC=CC=C1)OC=1C(N(C(=C(C1)C=1C=C(C=CC1)C1=CC=CC=C1)C(CC1=CC=CC=C1)O)C)=O (3-(benzyloxy)-5-(biphenyl-3-yl)-6-(1-hydroxy-2-phenylethyl)-1-methylpyridin-2(1H)-one). The reagents and catalysts are [Pd] (palladium on charcoal). The solvent is CO (methanol). Reaction conditions: time 45 minute. Product: C1(=CC(=CC=C1)C=1C=C(C(N(C1C(CC1=CC=CC=C1)O)C)=O)O)C1=CC=CC=C1 (5-(biphenyl-3-yl)-3-hydroxy-6-(1-hydroxy-2-phenylethyl)-1-methylpyridin-2(1H)-one). Isolated yield 31.2%. RXN SMILES: C([O:8][C:9]1[C:10](=[O:37])[N:11]([CH3:36])[C:12]([CH:27]([OH:35])[CH2:28][C:29]2[CH:34]=[CH:33][CH:32]=[CH:31][CH:30]=2)=[C:13]([C:15]2[CH:16]=[C:17]([C:21]3[CH:26]=[CH:25][CH:24]=[CH:23][CH:22]=3)[CH:18]=[CH:19][CH:20]=2)[CH:14]=1)C1C=CC=CC=1>CO.[Pd]>[C:17]1([C:21]2[CH:26]=[CH:25][CH:24]=[CH:23][CH:22]=2)[CH:18]=[CH:19][CH:20]=[C:15]([C:13]2[CH:14]=[C:9]([OH:8])[C:10](=[O:37])[N:11]([CH3:36])[C:12]=2[CH:27]([OH:35])[CH2:28][C:29]2[CH:34]=[CH:33][CH:32]=[CH:31][CH:30]=2)[CH:16]=1. Reported procedure: To a solution of 3-(benzyloxy)-5-(biphenyl-3-yl)-6-(1-hydroxy-2-phenylethyl)-1-methylpyridin-2(1H)-one (100 mg, 0.205 mmol) in 5 mL methanol, was added 10% palladium on charcoal (21.83 mg, 0.02 mmol). The resulting mixture was stirred at room temperature under hydrogen (1 atm) for 45 min. The mixture was filtered to remove charcoal, concentrated and purified by reversed-phase HPLC to afford 5-(biphenyl-3-yl)-3-hydroxy-6-(1-hydroxy-2-phenylethyl)-1-methylpyridin-2(1H)-one (25.4 mg, 0.064 mmol, 31...